From a dataset of the Open Reaction Database (ORD), a public repository of structured organic reaction records. describe an organic reaction: reactants, conditions, products, and yield Reactants: OCCN(CC(=O)OC(C)(C)C)C(=O)C=1C=NN(C1)C1=CC=C(C=C1)OCCCN1[C@@H](CCC1)C (tert-butyl N-(2-hydroxyethyl)-N-{[1-(4-{3-[(2R)-2-methylpyrrolidin-1-yl]propoxy}phenyl)-1H-pyrazol-4-yl]carbonyl}glycinate), Cl (hydrochloric acid). Run in O1CCOCC1 (1,4-dioxane), C(C)(=O)OCC (ethyl acetate). Reaction conditions: time 1 hour. Yields the product OCCN(CC(=O)O)C(=O)C=1C=NN(C1)C1=CC=C(C=C1)OCCCN1[C@@H](CCC1)C (N-(2-hydroxyethyl)-N-{[1-(4-{3-[(2R)-2-methylpyrrolidin-1-yl]propoxy}phenyl)-1H-pyrazol-4-yl]carbonyl}glycine). Yield: 38.9%. RXN SMILES: [OH:1][CH2:2][CH2:3][N:4]([C:13]([C:15]1[CH:16]=[N:17][N:18]([C:20]2[CH:25]=[CH:24][C:23]([O:26][CH2:27][CH2:28][CH2:29][N:30]3[CH2:34][CH2:33][CH2:32][C@H:31]3[CH3:35])=[CH:22][CH:21]=2)[CH:19]=1)=[O:14])[CH2:5][C:6]([O:8]C(C)(C)C)=[O:7].Cl>O1CCOCC1.C(OCC)(=O)C>[OH:1][CH2:2][CH2:3][N:4]([C:13]([C:15]1[CH:16]=[N:17][N:18]([C:20]2[CH:25]=[CH:24][C:23]([O:26][CH2:27][CH2:28][CH2:29][N:30]3[CH2:34][CH2:33][CH2:32][C@H:31]3[CH3:35])=[CH:22][CH:21]=2)[CH:19]=1)=[O:14])[CH2:5][C:6]([OH:8])=[O:7]. Procedure details: To a solution of tert-butyl N-(2-hydroxyethyl)-N-{[1-(4-{3-[(2R)-2-methylpyrrolidin-1-yl]propoxy}phenyl)-1H-pyrazol-4-yl]carbonyl}glycinate prepared in Example 67-(3) (0.218 g) in 1,4-dioxane (4.0 ml), a solution of hydrochloric acid in ethyl acetate (4 M, 4.0 ml) was added and stirred at room temperature for 1 hour. The reaction mixture was concentrated under reduced pressure, and the resulting residue was purified by octadecylsilyl (ODS) column chromatography (eluting solvent: acetonitrile:wat... The reactants are O (Water), [H-].[Na+] (Sodium hydride), ClC1=CC=C(C=C1)C=1NC2=CC=C(C=C2C1CCC(=O)N1CCN(CC1)C1=C(C=CC=C1)OC)C (1-{3-[2-(4-chlorophenyl)-5-methyl-1H-indol-3-yl]-1-oxopropyl}-4-(2-methoxyphenyl)piperazine), IC (Iodomethane). The solvent is CN(C=O)C (N,N-dimethylformamide). Reaction conditions: time 10 minute. The product is ClC1=CC=C(C=C1)C=1N(C2=CC=C(C=C2C1CCC(=O)N1CCN(CC1)C1=C(C=CC=C1)OC)C)C (1-{3-[2-(4-Chlorophenyl)-1,5-dimethyl-1H-indol-3-yl]-1-oxopropyl}-4-(2-methoxyphenyl)piperazine). Isolated yield 97.2%. Reaction SMILES: [H-].[Na+].[Cl:3][C:4]1[CH:9]=[CH:8][C:7]([C:10]2[NH:11][C:12]3[C:17]([C:18]=2[CH2:19][CH2:20][C:21]([N:23]2[CH2:28][CH2:27][N:26]([C:29]4[CH:34]=[CH:33][CH:32]=[CH:31][C:30]=4[O:35][CH3:36])[CH2:25][CH2:24]2)=[O:22])=[CH:16][C:15]([CH3:37])=[CH:14][CH:13]=3)=[CH:6][CH:5]=1.I[CH3:39].O>CN(C)C=O>[Cl:3][C:4]1[CH:9]=[CH:8][C:7]([C:10]2[N:11]([CH3:39])[C:12]3[C:17]([C:18]=2[CH2:19][CH2:20][C:21]([N:23]2[CH2:28][CH2:27][N:26]([C:29]4[CH:34]=[CH:33][CH:32]=[CH:31][C:30]=4[O:35][CH3:36])[CH2:25][CH2:24]2)=[O:22])=[CH:16][C:15]([CH3:37])=[CH:14][CH:13]=3)=[CH:6][CH:5]=1 |f:0.1|. Procedure details: Sodium hydride (60% dispersion in mineral oil, 2.5 mg, 0.062 mmol) was added to a solution of 1-{3-[2-(4-chlorophenyl)-5-methyl-1H-indol-3-yl]-1-oxopropyl}-4-(2-methoxyphenyl)piperazine (Example 119, 20 mg, 0.041 mmol) in N,N-dimethylformamide (1 mL) and the mixture was stirred at room temperature for 10 min. Iodomethane (5 μl, 0.12 mmol) was added and the mixture was stirred at room temperature for 10 min. Water (25 mL) was added and the mixture was extracted with ethyl acetate. The combined or...